Dataset: the Open Reaction Database (ORD), a public repository of structured organic reaction records. Task: describe an organic reaction: reactants, conditions, products, and yield Reactants: CCOC(=O)CN(Cc1ccccc1)C(=O)C(Cc1ccc(C(F)(F)F)cc1)NC(=O)OC(C)(C)C, ClCCl, CC(Cl)Cl, Cl, C1COCCO1. Yields the product O=C1CN(Cc2ccccc2)C(=O)C(Cc2ccc(C(F)(F)F)cc2)N1. As a reaction SMILES: [CH2:1]([O:2][C:3](=[O:4])[CH2:5][N:6]([C:7]([CH:8]([CH2:9][c:10]1[cH:11][cH:12][c:13]([C:16]([F:17])([F:18])[F:19])[cH:14][cH:15]1)[NH:20][C:21](=[O:22])[O:23][C:24]([CH3:25])([CH3:26])[CH3:27])=[O:28])[CH2:29][c:30]1[cH:31][cH:32][cH:33][cH:34][cH:35]1)[CH3:36].[Cl:37][CH2:38][Cl:39].[Cl:47][CH:48]([Cl:49])[CH3:50].[ClH:40].[O:41]1[CH2:42][CH2:43][O:44][CH2:45][CH2:46]1>>[CH2:5]1[N:6]([CH2:29][c:30]2[cH:31][cH:32][cH:33][cH:34][cH:35]2)[C:7](=[O:28])[CH:8]([CH2:9][c:10]2[cH:11][cH:12][c:13]([C:16]([F:17])([F:18])[F:19])[cH:14][cH:15]2)[NH:20][C:21]1=[O:22].